Task: describe an organic reaction: reactants, conditions, products, and yield. Dataset: the Open Reaction Database (ORD), a public repository of structured organic reaction records Starting materials: ClC=1C=C(C=C2CCC(N(C12)C)=O)B1OC(C(O1)(C)C)(C)C (8-chloro-1-methyl-6-(4,4,5,5-tetramethyl-[1,3,2]dioxaborolan-2-yl)-3,4-dihydro-1H-quinolin-2-one), BrC=1C2=C(C=NC1)C(CC2)NC(CC)=O ((rac)-N-(4-bromo-6,7-dihydro-5H-cyclopenta[c]pyridin-7-yl)propionamide). Product: ClC=1C=C(C=C2CCC(N(C12)C)=O)C=1C2=C(C=NC1)C(CC2)NC(CC)=O ((rac)-N-(4-(8-Chloro-1-methyl-2-oxo-1,2,3,4-tetrahydroquinolin-6-yl)-6,7-dihydro-5H-cyclopenta[c]pyridin-7-yl)propionamide). Isolated yield 65.0%. RXN SMILES: [Cl:1][C:2]1[CH:3]=[C:4](B2OC(C)(C)C(C)(C)O2)[CH:5]=[C:6]2[C:11]=1[N:10]([CH3:12])[C:9](=[O:13])[CH2:8][CH2:7]2.Br[C:24]1[C:25]2[CH2:32][CH2:31][CH:30]([NH:33][C:34](=[O:37])[CH2:35][CH3:36])[C:26]=2[CH:27]=[N:28][CH:29]=1>>[Cl:1][C:2]1[CH:3]=[C:4]([C:24]2[C:25]3[CH2:32][CH2:31][CH:30]([NH:33][C:34](=[O:37])[CH2:35][CH3:36])[C:26]=3[CH:27]=[N:28][CH:29]=2)[CH:5]=[C:6]2[C:11]=1[N:10]([CH3:12])[C:9](=[O:13])[CH2:8][CH2:7]2. Procedure details: In analogy to the procedure described for the preparation of example 28, 8-chloro-1-methyl-6-(4,4,5,5-tetramethyl-[1,3,2]dioxaborolan-2-yl)-3,4-dihydro-1H-quinolin-2-one (intermediate A-8) and (rac)-N-(4-bromo-6,7-dihydro-5H-cyclopenta[c]pyridin-7-yl)propionamide (intermediate A-3) were used to give the title compound as a white powder in 65% yield. MS: 384.3 (M+H)+. Starting materials: O (water), N(=O)[O-].[Na+] (NaNO2), BrC1=C(N=NC(=C1)Cl)N (4-Bromo-6-chloro-pyridazin-3-ylamine). Solvent: OS(=O)(=O)O (H2SO4), C(C)(=O)O (acetic acid). Conditions: temperature 20 celsius, time 1 hour. Yields the product BrC=1C(NN=C(C1)Cl)=O (4-Bromo-6-chloro-2H-pyridazin-3-one). Yield: 95.0%. Reaction SMILES: N([O-])=O.[Na+].[Br:5][C:6]1[CH:11]=[C:10]([Cl:12])[N:9]=[N:8][C:7]=1N.[OH2:14]>OS(O)(=O)=O.C(O)(=O)C>[Br:5][C:6]1[C:7](=[O:14])[NH:8][N:9]=[C:10]([Cl:12])[CH:11]=1 |f:0.1|. Reported procedure: To a cooled solution (0-5° C.) of NaNO2 (1 g, 13.20 mmol) in conc. H2SO4 (15 mL) was added 4-Bromo-6-chloro-pyridazin-3-ylamine (2.3 g, 11 mmol) in 50 mL of acetic acid. Then the reaction mixture was stirred for 1 h at 20° C. followed by addition of water (75 mL) and stirring continued for 5 h at RT. The reaction mixture extracted with EtOAc, dried over Na2SO4, concentrated under reduced pressure and crude purified by silica gel (100-200 mesh) chromatography using EtOAc/Hexane (8:2) to afford 4-... Reactants: O (water), OC1=CC=C2C(C(=COC2=C1)C1=CC=CC=C1)=O (7-hydroxy-isoflavone), C([O-])([O-])=O.[K+].[K+] (potassium carbonate), C(C)(C)Br (isopropyl bromide). The solvent is CN(C=O)C (dimethyl formamide). The product is C(C)(C)OC1=CC=C2C(C(=COC2=C1)C1=CC=CC=C1)=O (7-isopropoxy-isoflavone). Reaction SMILES: [OH:1][C:2]1[CH:11]=[C:10]2[C:5]([C:6](=[O:18])[C:7]([C:12]3[CH:17]=[CH:16][CH:15]=[CH:14][CH:13]=3)=[CH:8][O:9]2)=[CH:4][CH:3]=1.C(=O)([O-])[O-].[K+].[K+].[CH:25](Br)([CH3:27])[CH3:26].O>CN(C)C=O>[CH:25]([O:1][C:2]1[CH:11]=[C:10]2[C:5]([C:6](=[O:18])[C:7]([C:12]3[CH:17]=[CH:16][CH:15]=[CH:14][CH:13]=3)=[CH:8][O:9]2)=[CH:4][CH:3]=1)([CH3:27])[CH3:26] |f:1.2.3|. Reported procedure: 12 g of 7-hydroxy-isoflavone are boiled for 2 hours under a reflux condenser with 10 g of potassium carbonate and 9 g of isopropyl bromide in 40 ml of dimethyl formamide. On pouring the reaction mixture into water, the separated product is recrystallized from acetone, yielding 7-isopropoxy-isoflavone. In a similar way all the other isoflavone derivatives described in Example 7 can be prepared. Reactants: NC1=NN(C2=C1C=NC(=C2)NC(=O)N[C@H](C)C2=CC=CC=C2)C(C2=CC=CC=C2)(C2=CC=CC=C2)C2=CC=CC=C2 ((R)-1-(3-amino-1-trityl-1H-pyrazolo[4,3-c]pyridin-6-yl)-3-(1-phenylethyl)urea), N1=CC=CC=C1 (pyridine), COCC(=O)Cl (2-methoxyacetyl chloride), C(C(CO)(CO)N)O (Trisamine). Solvent: C(Cl)Cl (DCM), C(Cl)Cl (DCM). Conditions: time 16 hour. Yields the product COCC(=O)NC1=NN(C2=C1C=NC(=C2)NC(=O)N[C@H](C)C2=CC=CC=C2)C(C2=CC=CC=C2)(C2=CC=CC=C2)C2=CC=CC=C2 ((R)-2-methoxy-N-(6-(3-(1-phenylethyl)ureido)-1-trityl-1H-pyrazolo[4,3-c]pyridin-3-yl)acetamide). Reaction SMILES: [CH3:1][O:2][CH2:3][C:4](Cl)=[O:5].[NH2:7][C:8]1[C:12]2[CH:13]=[N:14][C:15]([NH:17][C:18]([NH:20][C@@H:21]([C:23]3[CH:28]=[CH:27][CH:26]=[CH:25][CH:24]=3)[CH3:22])=[O:19])=[CH:16][C:11]=2[N:10]([C:29]([C:42]2[CH:47]=[CH:46][CH:45]=[CH:44][CH:43]=2)([C:36]2[CH:41]=[CH:40][CH:39]=[CH:38][CH:37]=2)[C:30]2[CH:35]=[CH:34][CH:33]=[CH:32][CH:31]=2)[N:9]=1.N1C=CC=CC=1.C(O)C(N)(CO)CO>C(Cl)Cl>[CH3:1][O:2][CH2:3][C:4]([NH:7][C:8]1[C:12]2[CH:13]=[N:14][C:15]([NH:17][C:18]([NH:20][C@@H:21]([C:23]3[CH:28]=[CH:27][CH:26]=[CH:25][CH:24]=3)[CH3:22])=[O:19])=[CH:16][C:11]=2[N:10]([C:29]([C:36]2[CH:41]=[CH:40][CH:39]=[CH:38][CH:37]=2)([C:30]2[CH:31]=[CH:32][CH:33]=[CH:34][CH:35]=2)[C:42]2[CH:43]=[CH:44][CH:45]=[CH:46][CH:47]=2)[N:9]=1)=[O:5]. Procedure: To an 8 mL vial charged with 2-methoxyacetyl chloride (6.6 mg, 0.061 mmol) was added (R)-1-(3-amino-1-trityl-1H-pyrazolo[4,3-c]pyridin-6-yl)-3-(1-phenylethyl)urea (30 mg, 0.056 mmol) in DCM (1 ml) and pyridine (0.045 ml, 0.557 mmol). The vial was capped and the contents stirred at room temperature for 16 h. The reaction mixture was diluted with DCM (1 mL), MP-Trisamine (137 mg, 0.278 mmol) added, and the contents of the vial shaken at room temperature for 3 h. The resin was filtered, and washed ...